Dataset: the Open Reaction Database (ORD), a public repository of structured organic reaction records. Task: describe an organic reaction: reactants, conditions, products, and yield Starting materials: ClC(=O)C=1C=C(COC2CN(CCC2C2=CC=C(C=C2)OCCCOCC2=C(C=CC=C2)OC)C(=O)OC(C)(C)C)C=CC1 (tert-butyl 3-(3-chlorocarbonylbenzyloxy)-4-{4-[3-(2-methoxybenzyloxy)propoxy]phenyl}piperidine-1-carboxylate), COCCNC (2-methoxy-N-methylethylamine). The product is COC1=C(COCCCOC2=CC=C(C=C2)C2C(CN(CC2)C(=O)OC(C)(C)C)OCC2=CC(=CC=C2)C(N(C)CCOC)=O)C=CC=C1 (tert-Butyl 4-{4-[3-(2-methoxybenzyloxy)propoxy]phenyl}-3-{3-[(2-methoxyethyl)methylcarbamoyl]benzyloxy}piperidine-1-carboxylate). RXN SMILES: Cl[C:2]([C:4]1[CH:5]=[C:6]([CH:42]=[CH:43][CH:44]=1)[CH2:7][O:8][CH:9]1[CH:14]([C:15]2[CH:20]=[CH:19][C:18]([O:21][CH2:22][CH2:23][CH2:24][O:25][CH2:26][C:27]3[CH:32]=[CH:31][CH:30]=[CH:29][C:28]=3[O:33][CH3:34])=[CH:17][CH:16]=2)[CH2:13][CH2:12][N:11]([C:35]([O:37][C:38]([CH3:41])([CH3:40])[CH3:39])=[O:36])[CH2:10]1)=[O:3].[CH3:45][O:46][CH2:47][CH2:48][NH:49][CH3:50]>>[CH3:34][O:33][C:28]1[CH:29]=[CH:30][CH:31]=[CH:32][C:27]=1[CH2:26][O:25][CH2:24][CH2:23][CH2:22][O:21][C:18]1[CH:19]=[CH:20][C:15]([CH:14]2[CH2:13][CH2:12][N:11]([C:35]([O:37][C:38]([CH3:41])([CH3:40])[CH3:39])=[O:36])[CH2:10][CH:9]2[O:8][CH2:7][C:6]2[CH:42]=[CH:43][CH:44]=[C:4]([C:2](=[O:3])[N:49]([CH2:48][CH2:47][O:46][CH3:45])[CH3:50])[CH:5]=2)=[CH:16][CH:17]=1. Procedure: Analogously to Example 127a, 0.355 g tert-butyl 3-(3-chlorocarbonylbenzyloxy)-4-{4-[3-(2-methoxybenzyloxy)propoxy]phenyl}piperidine-1-carboxylate and 0.106 g of 2-methoxy-N-methylethylamine are reacted. The title compound is obtained as a colourless oil. Rf=0.10 (1:1 EtOAc-heptane); Rt=5.65. The reactants are NC1=CC=CC(=C1CN1OCC(C1=O)(C)C)Cl (2-[(6-amino-2-chlorophenyl)methyl]-4,4-dimethyl-3-isoxazolidinone), stannous chloride dihydrate, N(=O)[O-].[Na+] (sodium nitrite). Run in Cl (hydrochloric acid), Cl (hydrochloric acid), O (water). Run at temperature 0 celsius, time 30 minute. Product: Cl.ClC1=C(C(=CC=C1)NN)CN1OCC(C1=O)(C)C (2-[(2-chloro-6-hydrazinophenyl)methyl]-4,4-dimethyl-3-isoxazolidinone hydrochloride). The yield is 61.9%. RXN SMILES: [NH2:1][C:2]1[C:7]([CH2:8][N:9]2[C:13](=[O:14])[C:12]([CH3:16])([CH3:15])[CH2:11][O:10]2)=[C:6]([Cl:17])[CH:5]=[CH:4][CH:3]=1.[N:18]([O-])=O.[Na+]>O.Cl>[ClH:17].[Cl:17][C:6]1[CH:5]=[CH:4][CH:3]=[C:2]([NH:1][NH2:18])[C:7]=1[CH2:8][N:9]1[C:13](=[O:14])[C:12]([CH3:15])([CH3:16])[CH2:11][O:10]1 |f:1.2,5.6|. Procedure details: To a stirred solution of concentrated hydrochloric acid (50 ml) was added 2-[(6-amino-2-chlorophenyl)methyl]-4,4-dimethyl-3-isoxazolidinone (4.9 g, 0.019 mole). The reaction mixture was cooled to 0° C., and a solution of sodium nitrite (1.3 g, 0.019 mole) in water (20 ml) was added dropwise, with the tip of the addition funnel below the surface of solution. Upon completion of addition, the reaction mixture was stirred at 0° C. for 30 minutes. A solution of stannous chloride dihydrate (9.5 g, 0.0...